Dataset: the Open Reaction Database (ORD), a public repository of structured organic reaction records. Task: describe an organic reaction: reactants, conditions, products, and yield Reactants: CNC=1SC=C(C1C(C1=C(C=CC=C1)Cl)=O)C (2-methylamino-3-(o-chlorobenzoyl)-4-methylthiophene), C(N)(OCC)=O (ethyl carbamate). The reagents and catalysts are [Cl-].[Zn+2].[Cl-] (zinc chloride). Reaction conditions: temperature 200 celsius. Product: CN1C(N=C(C2=C1SC=C2C)C2=C(C=CC=C2)Cl)=O (1-methyl-4-(o-chlorophenyl)-5-methyl-1,2-dihydrothieno[2,3-d]pyrimidin-2-one). As a reaction SMILES: [CH3:1][NH:2][C:3]1[S:4][CH:5]=[C:6]([CH3:17])[C:7]=1[C:8](=O)[C:9]1[CH:14]=[CH:13][CH:12]=[CH:11][C:10]=1[Cl:15].[C:18](=O)([O:20]CC)[NH2:19]>[Cl-].[Zn+2].[Cl-]>[CH3:1][N:2]1[C:3]2[S:4][CH:5]=[C:6]([CH3:17])[C:7]=2[C:8]([C:9]2[CH:14]=[CH:13][CH:12]=[CH:11][C:10]=2[Cl:15])=[N:19][C:18]1=[O:20] |f:2.3.4|. Procedure details: A mixture of 16.0 g of 2-methylamino-3-(o-chlorobenzoyl)-4-methylthiophene, 16.1 g of ethyl carbamate and 1.22 g of zinc chloride is heated at 200°C for 1 hour. After cooling, the reaction mixture is extracted with chloroform. The extracts are combined, washed with water, dried over sodium sulfate and concentrated to dryness under reduced pressure. The residue is chromatographed on silica gel using chloroform as an eluent to give 1-methyl-4-(o-chlorophenyl)-5-methyl-1,2-dihydrothieno[2,3-d]pyrim... Procedure details: 2-Amino-4-nitro-phenol (3.08 g, Aldrich) was stirred with THF (30 ml, Aldrich) in an ice bath. 2-Bromo-2-methyl-propionyl bromide (2.47 ml, Aldrich) and Et3N (2.0 g, Aldrich) was slowly added via syringe. The mixture was stirred for 45 min then poured into ice. The aqueous phase was extracted by EtOAc (50 mL×4). The organic layer was dried and concentrated. The desired product was crystallized from EtOAc. (Chem. Pharm. Bull 1996, 44(1) 103-114). RXN SMILES: [NH2:1][C:2]1[CH:7]=[C:6]([N+:8]([O-:10])=[O:9])[CH:5]=[CH:4][C:3]=1[OH:11].C1COCC1.[Br:17][C:18]([CH3:23])([CH3:22])[C:19](Br)=[O:20]>CCN(CC)CC>[Br:17][C:18]([CH3:23])([CH3:22])[C:19]([NH:1][C:2]1[CH:7]=[C:6]([N+:8]([O-:10])=[O:9])[CH:5]=[CH:4][C:3]=1[OH:11])=[O:20]. Reaction conditions: time 45 minute. Starting materials: NC1=C(C=CC(=C1)[N+](=O)[O-])O (2-Amino-4-nitro-phenol), C1CCOC1 (THF), BrC(C(=O)Br)(C)C (2-Bromo-2-methyl-propionyl bromide). Yields the product BrC(C(=O)NC1=C(C=CC(=C1)[N+](=O)[O-])O)(C)C (2-Bromo-N-(2-hydroxy-5-nitro-phenyl)-2-methyl-propionamide). The solvent is CCN(CC)CC (Et3N). The reactants are OC=1C(C=C(NC1)C(=O)NNC(C(C)(ON1C(C=2C(C1=O)=CC=CC2)=O)C)=O)=O (1-[(1,4-dihydro-5-hydroxy-4-oxo-2-pyridyl)carbonyl]-2-[2-methyl-2-(phthalimidooxy)propionyl]hydrazine), C(C)O (ethanol), CNN (methylhydrazine). Run in CN(C=O)C (dimethylformamide). The product is NOC(C(=O)NNC(=O)C=1NC=C(C(C1)=O)O)(C)C (1-[2-(aminooxy)-2-methylpropionyl]-2-[(1,4-dihydro-5-hydroxy-4-oxo-2-pyridyl)carbonyl]hydrazine), crystals. Reaction SMILES: [OH:1][C:2]1[C:3](=[O:29])[CH:4]=[C:5]([C:8]([NH:10][NH:11][C:12](=[O:28])[C:13]([CH3:27])([O:15][N:16]2C(=O)C3=CC=CC=C3C2=O)[CH3:14])=[O:9])[NH:6][CH:7]=1.CNN.C(O)C>CN(C)C=O>[NH2:16][O:15][C:13]([CH3:27])([CH3:14])[C:12]([NH:11][NH:10][C:8]([C:5]1[NH:6][CH:7]=[C:2]([OH:1])[C:3](=[O:29])[CH:4]=1)=[O:9])=[O:28]. Reported procedure: 0.670 g (1.675 mmol) of 1-[(1,4-dihydro-5-hydroxy-4-oxo-2-pyridyl)carbonyl]-2-[2-methyl-2-(phthalimidooxy)propionyl]hydrazine was dissolved in 1.5 ml of dimethylformamide and treated with 0.077 g (1.675 mmol) of methylhydrazine. After stirring for 21/2 hours at room temperature about 2 ml of ethanol were added. The crystals obtained were filtered off and discarded. The filtrate was evaporated under strongly reduced pressure and the product was crystallized from ethanol. 1-[2-(aminooxy)-2-methylp... The reactants are COC(=O)C=1C=2C(=NNC2C=CC1)Br (3-Bromo-1H-indazole-4-carboxylic acid methyl ester), FC1=CC=C(C=C1)N1N=CC=2C(=CC=CC12)C(=O)O (1-(4-fluoro-phenyl)-1H-indazole-4-carboxylic acid). Product: BrC1=NN(C=2C=CC=C(C12)C(=O)O)C1=CC=C(C=C1)F (3-bromo-1-(4-fluoro-phenyl)-1H-indazole-4-carboxylic acid). RXN SMILES: C[O:2][C:3]([C:5]1[C:6]2[C:7]([Br:14])=[N:8][NH:9][C:10]=2[CH:11]=[CH:12][CH:13]=1)=[O:4].[F:15][C:16]1[CH:21]=[CH:20][C:19](N2C3C=CC=C(C(O)=O)C=3C=N2)=[CH:18][CH:17]=1>>[Br:14][C:7]1[C:6]2[C:5]([C:3]([OH:2])=[O:4])=[CH:13][CH:12]=[CH:11][C:10]=2[N:9]([C:19]2[CH:20]=[CH:21][C:16]([F:15])=[CH:17][CH:18]=2)[N:8]=1. Procedure: 3-Bromo-1H-indazole-4-carboxylic acid methyl ester was then subjected to the reaction conditions described in Example 2, for the synthesis of 1-(4-fluoro-phenyl)-1H-indazole-4-carboxylic acid, to yield 3-bromo-1-(4-fluoro-phenyl)-1H-indazole-4-carboxylic acid. Using the methods described in Example 2,3-bromo-1-(4-fluoro-phenyl)-1H-indazole-4-carboxylic acid was used to provide the following compounds: The reactants are N1C=NC=C1 (imidazole), ClC=1N=C(C2=C(N1)SC(=C2)CC)NCC2=CC(=C(C=C2)OC)Cl (2-chloro-6-ethyl-4-(3-chloro-4-methoxybenzylamino)-thieno-[2,3-d]-pyrimidine). The product is N1(C=NC=C1)C=1N=C(C2=C(N1)SC(=C2)CC)NCC2=CC(=C(C=C2)OC)Cl (2-(imidazol-1-yl)-6-ethyl-4-(3-chloro-4-methoxybenzylamino)-thieno-[2,3-d]-pyrimidine). As a reaction SMILES: [NH:1]1[CH:5]=[CH:4][N:3]=[CH:2]1.Cl[C:7]1[N:8]=[C:9]([NH:18][CH2:19][C:20]2[CH:25]=[CH:24][C:23]([O:26][CH3:27])=[C:22]([Cl:28])[CH:21]=2)[C:10]2[CH:15]=[C:14]([CH2:16][CH3:17])[S:13][C:11]=2[N:12]=1>>[N:1]1([C:7]2[N:8]=[C:9]([NH:18][CH2:19][C:20]3[CH:25]=[CH:24][C:23]([O:26][CH3:27])=[C:22]([Cl:28])[CH:21]=3)[C:10]3[CH:15]=[C:14]([CH2:16][CH3:17])[S:13][C:11]=3[N:12]=2)[CH:5]=[CH:4][N:3]=[CH:2]1. Procedure: Following the procedure of Example 97, the reaction of imidazole with 2-chloro-6-ethyl-4-(3-chloro-4-methoxybenzylamino)-thieno-[2,3-d]-pyrimidine gives 2-(imidazol-1-yl)-6-ethyl-4-(3-chloro-4-methoxybenzylamino)-thieno-[2,3-d]-pyrimidine.